Dataset: the Open Reaction Database (ORD), a public repository of structured organic reaction records. Task: describe an organic reaction: reactants, conditions, products, and yield Starting materials: [BH4-], CO, [Na+], O=C1c2ccccc2C(=O)N1Cc1cccs1. Yields the product O=C1c2ccccc2C(O)N1Cc1cccs1. As a reaction SMILES: [BH4-:18].[CH3:20][OH:21].[Na+:19].[s:1]1[c:2]([CH2:6][N:7]2[C:8](=[O:17])[c:9]3[cH:10][cH:11][cH:12][cH:13][c:14]3[C:15]2=[O:16])[cH:3][cH:4][cH:5]1>>[s:1]1[c:2]([CH2:6][N:7]2[C:8](=[O:17])[c:9]3[cH:10][cH:11][cH:12][cH:13][c:14]3[CH:15]2[OH:16])[cH:3][cH:4][cH:5]1. Starting materials: C[Si](C)(C)[N-][Si](C)(C)C, Cc1nc(-c2cc3ccccc3nc2Cl)c2ncn(C3CCCCO3)c2n1, [Li+], COc1ccc(N)cn1, C1COCCO1. Reaction SMILES: [CH3:38][Si:39]([N-:40][Si:41]([CH3:42])([CH3:43])[CH3:44])([CH3:45])[CH3:46].[Cl:10][c:11]1[n:12][c:13]2[cH:14][cH:15][cH:16][cH:17][c:18]2[cH:19][c:20]1-[c:21]1[c:22]2[n:23][cH:24][n:25]([CH:31]3[O:32][CH2:33][CH2:34][CH2:35][CH2:36]3)[c:26]2[n:27][c:28]([CH3:30])[n:29]1.[Li+:37].[NH2:1][c:2]1[cH:3][cH:4][c:5]([O:8][CH3:9])[n:6][cH:7]1.[O:47]1[CH2:48][CH2:49][O:50][CH2:51][CH2:52]1>>[NH:1]([c:2]1[cH:3][cH:4][c:5]([O:8][CH3:9])[n:6][cH:7]1)[c:11]1[n:12][c:13]2[cH:14][cH:15][cH:16][cH:17][c:18]2[cH:19][c:20]1-[c:21]1[c:22]2[n:23][cH:24][n:25]([CH:31]3[O:32][CH2:33][CH2:34][CH2:35][CH2:36]3)[c:26]2[n:27][c:28]([CH3:30])[n:29]1. The product is COc1ccc(Nc2nc3ccccc3cc2-c2nc(C)nc3c2ncn3C2CCCCO2)cn1. The reactants are S(=O)(Cl)Cl (thionyl chloride), ClC=1C=C(C=C(C1CSC=1N(C(=CN1)C(C)(C)C1=CC(=C(C=C1)F)OC)C1=CC=C(C=C1)F)F)S(=O)(=O)O (3-chloro-5-fluoro-4-((5-(2-(4-fluoro-3-methoxyphenyl)propan-2-yl)-1-(4-fluorophenyl)-1H-imidazol-2-ylthio)methyl)benzenesulfonic acid), Cl.[Cl-].NCCC=1C=[N+](C=CC1)C (3-(2-aminoethyl)-1-methylpyridinium chloride hydrochloride), C(=O)([O-])[O-].[K+].[K+] (K2CO3). The solvent is CN(C)C=O (DMF), C(Cl)Cl (DCM), CC#N (CH3CN). Conditions: temperature 50 celsius, time 2 hour. Product: [Cl-].ClC=1C=C(C=C(C1CSC=1N(C(=CN1)C(C)(C)C1=CC(=C(C=C1)F)OC)C1=CC=C(C=C1)F)F)S(=O)(=O)NCCC=1C=[N+](C=CC1)C (3-(2-(3-chloro-5-fluoro-4-((5-(2-(4-fluoro-3-methoxyphenyl)propan-2-yl)-1-(4-fluorophenyl)-1H-imidazol-2-ylthio)methyl)phenylsulfonamido)ethyl)-1-methylpyridinium chloride). Yield: 11.3%. RXN SMILES: [Cl:1][C:2]1[CH:3]=[C:4]([S:35](O)(=[O:37])=[O:36])[CH:5]=[C:6]([F:34])[C:7]=1[CH2:8][S:9][C:10]1[N:11]([C:27]2[CH:32]=[CH:31][C:30]([F:33])=[CH:29][CH:28]=2)[C:12]([C:15]([C:18]2[CH:23]=[CH:22][C:21]([F:24])=[C:20]([O:25][CH3:26])[CH:19]=2)([CH3:17])[CH3:16])=[CH:13][N:14]=1.S(Cl)(Cl)=O.Cl.[Cl-].[NH2:45][CH2:46][CH2:47][C:48]1[CH:49]=[N+:50]([CH3:54])[CH:51]=[CH:52][CH:53]=1.C([O-])([O-])=O.[K+].[K+]>C(Cl)Cl.CC#N.CN(C=O)C>[Cl-:1].[Cl:1][C:2]1[CH:3]=[C:4]([S:35]([NH:45][CH2:46][CH2:47][C:48]2[CH:49]=[N+:50]([CH3:54])[CH:51]=[CH:52][CH:53]=2)(=[O:36])=[O:37])[CH:5]=[C:6]([F:34])[C:7]=1[CH2:8][S:9][C:10]1[N:11]([C:27]2[CH:32]=[CH:31][C:30]([F:33])=[CH:29][CH:28]=2)[C:12]([C:15]([C:18]2[CH:23]=[CH:22][C:21]([F:24])=[C:20]([O:25][CH3:26])[CH:19]=2)([CH3:16])[CH3:17])=[CH:13][N:14]=1 |f:2.3.4,5.6.7,11.12|. Procedure: To a suspension of 3-chloro-5-fluoro-4-((5-(2-(4-fluoro-3-methoxyphenyl)propan-2-yl)-1-(4-fluorophenyl)-1H-imidazol-2-ylthio)methyl)benzenesulfonic acid (250 mg, 0.43 mmol) in DCM (5 mL) was added thionyl chloride (1 mL) and DMF (10 uL, anhyd). The reaction mixture was heated 2 h at 50° C., concentrated, diluted with DCM, and concentrated to dryness. The sulfonyl chloride intermediate was diluted with DCM (3 mL) and added slowly to a well-stirred mixture of 3-(2-aminoethyl)-1-methylpyridinium ch... Starting materials: ClC=1C=C2C(N(C(C2=CC1[N+](=O)[O-])=O)C(C)C)=O (5-Chloro-2-isopropyl-6-nitroisoindoline-1,3-dione), NC(=O)N (urea). Conditions: temperature 150 celsius. The product is NC=1C=C2C(N(C(C2=CC1[N+](=O)[O-])=O)C(C)C)=O (5-Amino-2-isopropyl-6-nitroisoindoline-1,3-dione). Reaction SMILES: Cl[C:2]1[CH:3]=[C:4]2[C:8](=[CH:9][C:10]=1[N+:11]([O-:13])=[O:12])[C:7](=[O:14])[N:6]([CH:15]([CH3:17])[CH3:16])[C:5]2=[O:18].[NH2:19]C(N)=O>>[NH2:19][C:2]1[CH:3]=[C:4]2[C:8](=[CH:9][C:10]=1[N+:11]([O-:13])=[O:12])[C:7](=[O:14])[N:6]([CH:15]([CH3:17])[CH3:16])[C:5]2=[O:18]. Reported procedure: 5-Chloro-2-isopropyl-6-nitroisoindoline-1,3-dione (14.40 g, 59.85 mmol) and urea (35.95 g, 599 mmol) were mixed together under argon. The mixture was stirred and heated to 150° C. for 3 h and cooled to rt. The solid was washed with 200 mL of hot water (90° C.) and filtered to remove the remaining urea. The isolated yellow solid was washed twice with hot water, dried under vacuum and purified by column chromatography (silica-gel CH2Cl2/acetone=19/1 v/v) to give a solid product. Starting materials: CI, CCOC(C)=O, [H-], [Na+], CN(C)C=O, COC(=O)C(O)c1ccc2ccccc2c1. Yields the product COC(=O)C(OC)c1ccc2ccccc2c1. Reaction SMILES: [CH3:19][I:20].[CH3:21][CH2:22][O:23][C:24](=[O:25])[CH3:26].[H-:18].[Na+:17].[O:27]=[CH:28][N:29]([CH3:30])[CH3:31].[OH:1][CH:2]([C:3](=[O:4])[O:5][CH3:6])[c:7]1[cH:8][c:9]2[cH:10][cH:11][cH:12][cH:13][c:14]2[cH:15][cH:16]1>>[O:1]([CH:2]([C:3](=[O:4])[O:5][CH3:6])[c:7]1[cH:8][c:9]2[cH:10][cH:11][cH:12][cH:13][c:14]2[cH:15][cH:16]1)[CH3:21]. The reactants are N.O (NH3.H2O), 1E, NC1=CC=CC=C1 (aniline), CC1(C2=C(C(=CC=C2)P(C3=CC=CC=C3)C4=CC=CC=C4)OC5=C(C=CC=C51)P(C6=CC=CC=C6)C7=CC=CC=C7)C (Xantphos), C(=O)([O-])[O-].[Cs+].[Cs+] (Cs2CO3). The reagents and catalysts are C=1C=CC(=CC1)/C=C/C(=O)/C=C/C2=CC=CC=C2.C=1C=CC(=CC1)/C=C/C(=O)/C=C/C2=CC=CC=C2.C=1C=CC(=CC1)/C=C/C(=O)/C=C/C2=CC=CC=C2.[Pd].[Pd] (Pd2(dba)3). The solvent is C(Cl)Cl (CH2Cl2), CO (MeOH), CCOC(=O)C (EtOAc), C1(=CC=CC=C1)C (toluene). The product is oil, C1(=CC=CC=C1)NC=1C=CC2=C(CC3(O2)C2CCN(C3)CC2)C1 (N-phenyl-3′H-spiro[4-azabicyclo[2.2.2]octane-2,2′-[1]benzofuran]-5′-amine). Yield: 58.0%. RXN SMILES: [NH2:1][C:2]1[CH:7]=[CH:6][CH:5]=[CH:4][CH:3]=1.[CH3:8][C:9]1(C)[C:35]2[C:30](=[C:31](P(C3C=CC=CC=3)C3C=CC=CC=3)C=[CH:33][CH:34]=2)O[C:11]2[C:12](P(C3C=CC=CC=3)C3C=CC=CC=3)=[CH:13][CH:14]=[CH:15][C:10]1=2.[C:50]([O-:53])([O-])=O.[Cs+].[Cs+].[NH3:56].O>C1(C)C=CC=CC=1.CCOC(C)=O.C(Cl)Cl.CO.C1C=CC(/C=C/C(/C=C/C2C=CC=CC=2)=O)=CC=1.C1C=CC(/C=C/C(/C=C/C2C=CC=CC=2)=O)=CC=1.C1C=CC(/C=C/C(/C=C/C2C=CC=CC=2)=O)=CC=1.[Pd].[Pd]>[C:2]1([NH:1][C:13]2[CH:14]=[CH:15][C:50]3[O:53][C:9]4([CH2:8][N:56]5[CH2:31][CH2:30][CH:35]4[CH2:34][CH2:33]5)[CH2:10][C:11]=3[CH:12]=2)[CH:7]=[CH:6][CH:5]=[CH:4][CH:3]=1 |f:2.3.4,5.6,11.12.13.14.15|. Reported procedure: The product of 1E (200 mg, 0.68 mmol) was coupled with aniline (Aldrich, 130 mg, 1.40 mmol) catalyzed by Pd2(dba)3 (Strem Chemicals, 12.4 mg, 0.014 mmol) and Xantphos (Strem Chemicals, 24.3 mg, 0.042 mmol) with Cs2CO3 (Aldrich, 460 mg, 1.4 mmol) in toluene (Aldrich, anhydrous, 10 mL) at 110° C. for 20 h. The reaction was monitored with TLC. After the reaction was complete, it was diluted with EtOAc (30 mL) and washed with brine (2×5 mL). The organic solution was concentrated and the title compou... The reactants are ClC=1C(=NC=C(C1OC)C)CO ((3-chloro-4-methoxy-5-methylpyridin-2-yl)methanol), S(=O)(Cl)Cl (thionyl chloride). Run in C(Cl)(Cl)Cl (chloroform). Reaction conditions: time 3 hour. The product is Cl.ClC=1C(=NC=C(C1OC)C)CCl (3-Chloro-2-(chloromethyl)-4-methoxy-5-methylpyridine hydrochloride). RXN SMILES: [Cl:1][C:2]1[C:3]([CH2:11]O)=[N:4][CH:5]=[C:6]([CH3:10])[C:7]=1[O:8][CH3:9].S(Cl)([Cl:15])=O>C(Cl)(Cl)Cl>[ClH:1].[Cl:1][C:2]1[C:3]([CH2:11][Cl:15])=[N:4][CH:5]=[C:6]([CH3:10])[C:7]=1[O:8][CH3:9] |f:3.4|. Procedure details: The above (3-chloro-4-methoxy-5-methylpyridin-2-yl)methanol (530 mg) was dissolved in 20 ml of chloroform, and thionyl chloride (1.03 ml) was then added dropwise to the solution under cooling on ice. The resulting mixture was stirred at room temperature for 3 hours. Thereafter, the reaction solution was concentrated, and it was then washed with a mixed solvent of ether-hexane, so as to obtain the title compound (410 mg) as a solid.